This data is from the Open Reaction Database (ORD), a public repository of structured organic reaction records. The task is: describe an organic reaction: reactants, conditions, products, and yield Reactants: C(=O)(C(F)(F)F)O (TFA), C1(=CC=CC=C1)OC (anisole), CO\N=C(/C(=O)NC1[C@@H]2N(C(=C(CS2)CI)C(=O)OC(C2=CC=CC=C2)C2=CC=CC=C2)C1=O)\C=1N=C(SC1)NC(C1=CC=CC=C1)(C1=CC=CC=C1)C1=CC=CC=C1 (diphenylmethyl 7-[(Z)-2-methoxyimino-2-(2-tritylaminothiazol-4-yl)acetamido]-3-iodomethyl-3-cephem-4-carboxylate), CNC(NC=1SC2=C(C=NC=C2)N1)=O (2-(3-methylureido)-thiazolo[4,5-c]pyridine). The solvent is CN(C)C=O (DMF), CCOCC.C(C)(=O)[O-] (ether acetate). Run at time 1 hour. Yields the product NC=1SC=C(N1)/C(/C(=O)NC1[C@@H]2N(C(=C(CS2)C[N+]2=CC3=C(C=C2)SC(=N3)NC(=O)NC)C(=O)[O-])C1=O)=N/OC (7-[(Z)-2-(2-Aminothiazol-4-yl)-2-methoxyiminoacetamido]-3-[2-(3-methylureido)-5-thiazolo[4,5-c]pyridinio]methyl-3-cephem-4-carboxylate). The yield is 100.1%. Reaction SMILES: [CH3:1][O:2]/[N:3]=[C:4](/[C:35]1[N:36]=[C:37]([NH:40]C(C2C=CC=CC=2)(C2C=CC=CC=2)C2C=CC=CC=2)[S:38][CH:39]=1)\[C:5]([NH:7][CH:8]1[C:33](=[O:34])[N:10]2[C:11]([C:17]([O:19]C(C3C=CC=CC=3)C3C=CC=CC=3)=[O:18])=[C:12]([CH2:15]I)[CH2:13][S:14][C@H:9]12)=[O:6].[CH3:60][NH:61][C:62](=[O:73])[NH:63][C:64]1[S:65][C:66]2[CH:71]=[CH:70][N:69]=[CH:68][C:67]=2[N:72]=1.C(O)(C(F)(F)F)=O.C1(OC)C=CC=CC=1>CN(C=O)C.CCOCC.C([O-])(=O)C>[NH2:40][C:37]1[S:38][CH:39]=[C:35](/[C:4](=[N:3]/[O:2][CH3:1])/[C:5]([NH:7][CH:8]2[C:33](=[O:34])[N:10]3[C:11]([C:17]([O-:19])=[O:18])=[C:12]([CH2:15][N+:69]4[CH:70]=[CH:71][C:66]5[S:65][C:64]([NH:63][C:62]([NH:61][CH3:60])=[O:73])=[N:72][C:67]=5[CH:68]=4)[CH2:13][S:14][C@H:9]23)=[O:6])[N:36]=1 |f:5.6|. Procedure: A mixture of diphenylmethyl 7-[(Z)-2-methoxyimino-2-(2-tritylaminothiazol-4-yl)acetamido]-3-iodomethyl-3-cephem-4-carboxylate [VIIa] (466 mg, 0.5 mmole) and 2-(3-methylureido)-thiazolo[4,5-c]pyridine (104 mg, 0.5 mmole) in 3 ml of dry DMF was stirred at room temperature for 1 hour and diluted with ether acetate to give 430 mg of crude quaternary salt, which was treated with TFA and anisole at room temperature for 30 minutes. The mixture was evaporated and triturated with ether to give 302 mg of ... Starting materials: CS(=O)(=O)Cl, CS(=O)(=O)c1ccc(-c2cc(C(N)=O)sc2-c2ccc(NCC=O)cc2)cc1, Cl, c1ccncc1. The product is CS(=O)(=O)c1ccc(-c2cc(C#N)sc2-c2ccc(NCC=O)cc2)cc1. Reaction SMILES: [CH3:29][S:30](=[O:31])(=[O:32])[Cl:33].[CH:1](=[O:2])[CH2:3][NH:4][c:5]1[cH:6][cH:7][c:8](-[c:11]2[c:12](-[c:19]3[cH:20][cH:21][c:22]([S:25](=[O:26])(=[O:27])[CH3:28])[cH:23][cH:24]3)[cH:13][c:14]([C:16](=[O:17])[NH2:18])[s:15]2)[cH:9][cH:10]1.[ClH:34].[cH:35]1[cH:36][cH:37][n:38][cH:39][cH:40]1>>[CH:1](=[O:2])[CH2:3][NH:4][c:5]1[cH:6][cH:7][c:8](-[c:11]2[c:12](-[c:19]3[cH:20][cH:21][c:22]([S:25](=[O:26])(=[O:27])[CH3:28])[cH:23][cH:24]3)[cH:13][c:14]([C:16]#[N:18])[s:15]2)[cH:9][cH:10]1.